Dataset: the Open Reaction Database (ORD), a public repository of structured organic reaction records. Task: describe an organic reaction: reactants, conditions, products, and yield Starting materials: quinolones, N1=CC=C(C=C1)C1=CC(=C(C(=O)C(C(=O)OCC)=CNC2=CC=CC=C2)C=C1)F (ethyl 2-[4-(4-pyridyl)-2-fluoro-benzoyl]-3-phenylamino-propenoate), N1=CC=C(C=C1)C1=CC(=C(C(=O)C(C(=O)OCC)=CNC2=CC=CC=C2)C=C1)F (ethyl 2-[4-(4-pyridyl)-2-fluoro-benzoyl]-3-phenylamino-propenoate), [H-].[Na+] (sodium hydride), N (ammonia). The solvent is O1CCOCC1 (dioxane). Product: C1(=CC=CC=C1)N1C=C(C(C2=CC=C(C=C12)C1=CC=NC=C1)=O)C(=O)N (1,4-dihydro-1-phenyl-7-(4-pyridyl)-4-oxo-3-quinolinecarboxamide). Reaction SMILES: [N:1]1[CH:6]=[CH:5][C:4]([C:7]2[CH:28]=[CH:27][C:10]([C:11]([C:13](=[CH:19][NH:20][C:21]3[CH:26]=[CH:25][CH:24]=[CH:23][CH:22]=3)[C:14](OCC)=[O:15])=[O:12])=[C:9](F)[CH:8]=2)=[CH:3][CH:2]=1.[H-].[Na+].[NH3:32]>O1CCOCC1>[C:21]1([N:20]2[C:27]3[C:10](=[CH:9][CH:8]=[C:7]([C:4]4[CH:3]=[CH:2][N:1]=[CH:6][CH:5]=4)[CH:28]=3)[C:11](=[O:12])[C:13]([C:14]([NH2:32])=[O:15])=[CH:19]2)[CH:22]=[CH:23][CH:24]=[CH:25][CH:26]=1 |f:1.2|. Reported procedure: Novel quinolones (see Examples 1, 2, 3, 4, 5, 6 and 7) of this invention may be prepared by a mild ring closure reaction of ethyl 2-[4-(4-pyridyl)-2-fluoro-benzoyl]-3-phenylamino-propenoate (Formula 3) with sodium hydride in dioxane followed by treatment of the propeonate with ammonia to afford the desired 1,4-dihydro-1-phenyl-7-(4-pyridyl)-4-oxo-3-quinolinecarboxamide (Formula 5) as shown in Scheme 1. Reactants: C(C1=CC=CC=C1)N1N=CC(=C(C1=O)Cl)OC (2-Benzyl-4-chloro-5-methoxy-3(2H)-pyridazinone), FC=1C=C(C=CC1SC)B(O)O (3-fluoro-4-(methylthio)phenylboronic acid), 5-hydroxy, 5-trifluoromethylsulfonyloxy. Product: C(C1=CC=CC=C1)N1N=CC(=C(C1=O)Cl)C1=CC(=C(C=C1)SC)F (2-benzyl-4-chloro-5-[3-fluoro-4-(methylthio)phenyl]-3(2H)-pyridazinone). Reaction SMILES: [CH2:1]([N:8]1[C:13](=[O:14])[C:12]([Cl:15])=[C:11](OC)[CH:10]=[N:9]1)[C:2]1[CH:7]=[CH:6][CH:5]=[CH:4][CH:3]=1.[F:18][C:19]1[CH:20]=[C:21](B(O)O)[CH:22]=[CH:23][C:24]=1[S:25][CH3:26]>>[CH2:1]([N:8]1[C:13](=[O:14])[C:12]([Cl:15])=[C:11]([C:21]2[CH:22]=[CH:23][C:24]([S:25][CH3:26])=[C:19]([F:18])[CH:20]=2)[CH:10]=[N:9]1)[C:2]1[CH:7]=[CH:6][CH:5]=[CH:4][CH:3]=1. Procedure details: 2-Benzyl-4-chloro-5-methoxy-3(2H)-pyridazinone (J. Het. Chem., 1996, 33, 1579-1582) was converted to the 5-hydroxy-analog according to the method of Example 7 and then to the 5-trifluoromethylsulfonyloxy-analog following the method of Example 8. Subsequent coupling to 3-fluoro-4-(methylthio)phenylboronic acid, according to the method of Example 9, provided 2-benzyl-4-chloro-5-[3-fluoro-4-(methylthio)phenyl]-3(2H)-pyridazinone. This intermediate was coupled in the 4-position with 4-fluorophenylbo... Starting materials: [Si](C1=CC=CC=C1)(C1=CC=CC=C1)(C(C)(C)C)OC[C@@H]1CC[C@H](O1)N1C(NC=C(C1=O)C=1SC=CC1)=O (2,3-Dideoxy-5- O-tert-butyldiphenylsilyl-α-D-ribofuranosyl-5-(2-thienyl)uracil). Run in O1CCCC1 (tetrahydrofurane), [F-].C(CCC)[N+](CCCC)(CCCC)CCCC (tetrabutylammonium fluoride). The product is [C@H]1(CC[C@H](O1)CO)N1C(NC=C(C1=O)C=1SC=CC1)=O ((2,3-dideoxy-α-D-ribofuranosyl)-5-(2-thienyl)uracil). RXN SMILES: [Si]([O:18][CH2:19][C@H:20]1[O:24][C@H:23]([N:25]2[C:30](=[O:31])[C:29]([C:32]3[S:33][CH:34]=[CH:35][CH:36]=3)=[CH:28][NH:27][C:26]2=[O:37])[CH2:22][CH2:21]1)(C(C)(C)C)(C1C=CC=CC=1)C1C=CC=CC=1>O1CCCC1.[F-].C([N+](CCCC)(CCCC)CCCC)CCC>[C@H:23]1([N:25]2[C:30](=[O:31])[C:29]([C:32]3[S:33][CH:34]=[CH:35][CH:36]=3)=[CH:28][NH:27][C:26]2=[O:37])[O:24][C@H:20]([CH2:19][OH:18])[CH2:21][CH2:22]1 |f:2.3|. Procedure: 1-(2,3-Dideoxy-5- O-tert-butyldiphenylsilyl-α-D-ribofuranosyl-5-(2-thienyl)uracil (0.15 g) was dissolved in tetrahydrofurane, 1M in tetrabutylammonium fluoride (3 ml) and stirred at ambient temperature for 1 hour. The solvent was evaporated and the product was purified by separation on preparative thin layer chromatography (silica-1 mm, ethyl acetate-methanol 9-1) to give 1, (2,3-dideoxy-α-D-ribofuranosyl)-5-(2-thienyl)uracil. TLC (silica, ethyl acetate-methanol 9-1) Rf 0.54.